Dataset: the Open Reaction Database (ORD), a public repository of structured organic reaction records. Task: describe an organic reaction: reactants, conditions, products, and yield Reactants: C(C)[C@@H](C1=CC=CC=C1)NC([C@H](NC([C@@H](NC(=O)OCC1=CC=CC=C1)C(C(O)=O)CC1=CC=CC=C1)=O)[C@H](C)CC)=O (N-benzyloxycarbonyl-β-benzyl-L-aspartyl-D-isoleucine (S)-α-ethylbenzylamide). The reagents and catalysts are [Pd].[C] (Pd carbon). The solvent is CO (methanol), O (water). As a reaction SMILES: [CH2:1]([C@H:3]([NH:10][C:11](=[O:43])[C@@H:12]([C@@H:39]([CH2:41][CH3:42])[CH3:40])[NH:13][C:14](=[O:38])[C@H:15]([CH:27](CC1C=CC=CC=1)[C:28](=[O:30])[OH:29])[NH:16]C(OCC1C=CC=CC=1)=O)[C:4]1[CH:9]=[CH:8][CH:7]=[CH:6][CH:5]=1)[CH3:2]>CO.O.[Pd].[C]>[CH2:1]([C@H:3]([NH:10][C:11](=[O:43])[C@@H:12]([C@@H:39]([CH2:41][CH3:42])[CH3:40])[NH:13][C:14](=[O:38])[C@H:15]([CH2:27][C:28](=[O:29])[OH:30])[NH2:16])[C:4]1[CH:5]=[CH:6][CH:7]=[CH:8][CH:9]=1)[CH3:2] |f:3.4|. Product: C(C)[C@@H](C1=CC=CC=C1)NC([C@H](NC([C@@H](N)CC(O)=O)=O)[C@H](C)CC)=O (α-L-aspartyl-D-isoleucine (S)-α-ethylbenzylamide). Conditions: time 5 hour. The yield is 72.3%. Reported procedure: To a suspension of 2.81 g (4.7 mmols) of N-benzyloxycarbonyl-β-benzyl-L-aspartyl-D-isoleucine (S)-α-ethylbenzylamide in 150 ml of methanol and 50 ml of water was added 2.0 g of 10% Pd-carbon (water content 50%). The mixture was reduced under hydrogen at room temperature for 5 hours. The catalyst was removed by filtration, and the resulting filtrate was concentrated under reduced pressure to be 20 ml. The crystals thus precipitated were taken out by filtration and dried to obtain 1.22 g (3.4 mmol... Starting materials: C(C1=CC=CC=C1)OC1=CC=C(C(=O)NC2(CC2)C(N[C@H]2C=3N(C4=C(CC2)C=CC=C4)C=CN3)=O)C=C1 (4-benzyloxy-N-[1-[[(4R)-5,6-dihydro-4H-imidazo[1,2-a][1]benzazepin-4-yl]carbamoyl]cyclopropyl]benzamide). The reagents and catalysts are [Pd] (Pd/C). Run in C(C)O (ethanol). The product is C1=CN=C2N1C1=C(CC[C@H]2NC(=O)C2(CC2)NC(C2=CC=C(C=C2)O)=O)C=CC=C1 (N-[1-[[(4R)-5,6-dihydro-4H-imidazo[1,2-a][1]benzazepin-4-yl]carbamoyl]cyclopropyl]-4-hydroxy-benzamide). The yield is 90.3%. Reaction SMILES: C([O:8][C:9]1[CH:37]=[CH:36][C:12]([C:13]([NH:15][C:16]2([C:19](=[O:35])[NH:20][C@@H:21]3[CH2:27][CH2:26][C:25]4[CH:28]=[CH:29][CH:30]=[CH:31][C:24]=4[N:23]4[CH:32]=[CH:33][N:34]=[C:22]34)[CH2:18][CH2:17]2)=[O:14])=[CH:11][CH:10]=1)C1C=CC=CC=1>C(O)C.[Pd]>[CH:32]1[N:23]2[C:24]3[CH:31]=[CH:30][CH:29]=[CH:28][C:25]=3[CH2:26][CH2:27][C@@H:21]([NH:20][C:19]([C:16]3([NH:15][C:13](=[O:14])[C:12]4[CH:11]=[CH:10][C:9]([OH:8])=[CH:37][CH:36]=4)[CH2:17][CH2:18]3)=[O:35])[C:22]2=[N:34][CH:33]=1. Reported procedure: Dissolve 4-benzyloxy-N-[1-[[(4R)-5,6-dihydro-4H-imidazo[1,2-a][1]benzazepin-4-yl]carbamoyl]cyclopropyl]benzamide (145 mg, 294.37 μmoles) in ethanol (20 mL) and hydrogenate on a Parr shaker with 10% Pd/C (22.8 mg, 10.71 μmoles) for 18 hours (60 psi, ambient temperature). Filter off the catalyst and concentrate the filtrate under reduced pressure to give the title compound (107 mg, 90%) as a white solid: MS (m/z): 403 (M+1). Starting materials: FC=1C=CC2=C(N=C(S2)C)C1 (5-fluoro-2-methyl-1,3-benzothiazole), C1CC(=O)N(C1=O)Br (NBS), CC(C)(C#N)N=NC(C)(C)C#N (AIBN). The solvent is C(Cl)(Cl)(Cl)Cl (carbon tetrachloride). The product is BrCC=1SC2=C(N1)C=C(C=C2)F (2-(bromomethyl)-5-fluoro-1,3-benzothiazole). The yield is 20.4%. As a reaction SMILES: [F:1][C:2]1[CH:3]=[CH:4][C:5]2[S:9][C:8]([CH3:10])=[N:7][C:6]=2[CH:11]=1.C1C(=O)N([Br:19])C(=O)C1.CC(N=NC(C#N)(C)C)(C#N)C>C(Cl)(Cl)(Cl)Cl>[Br:19][CH2:10][C:8]1[S:9][C:5]2[CH:4]=[CH:3][C:2]([F:1])=[CH:11][C:6]=2[N:7]=1. Procedure details: A mixture of 5-fluoro-2-methyl-1,3-benzothiazole (500 mg, 2.99 mmol), NBS (600 mg, 3.37 mmol) and AIBN (125 mg, 0.76 mmol) in carbon tetrachloride (25 ml) was heated at reflux for 20 hours under nitrogen with stirring. The solution was then concentrated to give a residue which was purified by silica gel column chromatography using 1% ethyl acetate in petroleum ether to afford 2-(bromomethyl)-5-fluoro-1,3-benzothiazole as a yellow solid (150 mg, 20%). 1H NMR (400 MHz, CDCl3): δ 7.81 (dd, J=8.8, 5... The reactants are [BH4-], CC(C)[O-], CC(C)[O-], CC(C)[O-], CC(C)[O-], Nc1ccccn1, [Na+], C1CCOC1, O=Cc1cc2c(cc1C(F)(F)F)nc(NCCCO)c1nccn12, [Ti+4]. Product: OCCCNc1nc2cc(C(F)(F)F)c(CNc3ccccn3)cc2n2ccnc12. As a reaction SMILES: [BH4-:32].[CH3:39][CH:40]([CH3:41])[O-:42].[CH3:43][CH:44]([CH3:45])[O-:46].[CH3:47][CH:48]([CH3:49])[O-:50].[CH3:51][CH:52]([CH3:53])[O-:54].[NH2:25][c:26]1[n:27][cH:28][cH:29][cH:30][cH:31]1.[Na+:33].[O:34]1[CH2:35][CH2:36][CH2:37][CH2:38]1.[OH:1][CH2:2][CH2:3][CH2:4][NH:5][c:6]1[c:7]2[n:8]([c:9]3[cH:10][c:11]([CH:20]=[O:21])[c:12]([C:16]([F:17])([F:18])[F:19])[cH:13][c:14]3[n:15]1)[cH:22][cH:23][n:24]2.[Ti+4:55]>>[OH:1][CH2:2][CH2:3][CH2:4][NH:5][c:6]1[c:7]2[n:8]([c:9]3[cH:10][c:11]([CH2:20][NH:25][c:26]4[n:27][cH:28][cH:29][cH:30][cH:31]4)[c:12]([C:16]([F:17])([F:18])[F:19])[cH:13][c:14]3[n:15]1)[cH:22][cH:23][n:24]2. Reactants: C1=CC(=CC=C1C[C@@H](C(=O)O)N)N(CCCl)CCCl (melphalan), C(CC(O)(C(=O)O)CC(=O)O)(=O)O (citric acid), C([O-])([O-])=O.[Na+].[Na+] (sodium carbonate), C(C)(=O)OC(C)=O (acetic anhydride). Run in O (water), O1CCOCC1 (dioxane). Product: CC(=O)NC(CC1=CC=C(C=C1)N(CCCl)CCCl)C(=O)O (N-acetylmelphalan). RXN SMILES: [CH:1]1[C:6]([CH2:7][C@H:8]([NH2:12])[C:9]([OH:11])=[O:10])=[CH:5][CH:4]=[C:3]([N:13]([CH2:17][CH2:18][Cl:19])[CH2:14][CH2:15][Cl:16])[CH:2]=1.C(=O)([O-])[O-].[Na+].[Na+].[C:26](OC(=O)C)(=[O:28])[CH3:27].C(O)(=O)CC(CC(O)=O)(C(O)=O)O>O.O1CCOCC1>[CH3:27][C:26]([NH:12][CH:8]([C:9]([OH:11])=[O:10])[CH2:7][C:6]1[CH:5]=[CH:4][C:3]([N:13]([CH2:14][CH2:15][Cl:16])[CH2:17][CH2:18][Cl:19])=[CH:2][CH:1]=1)=[O:28] |f:1.2.3|. Procedure details: 600 mg of melphalan (63) is suspended in 25 ml of water containing 500 mg of sodium carbonate. 10 ml of dioxane is added and 1 ml of acetic anhydride. After stirring at ambient temperature for 1 h citric acid is added and the mixture extracted with ethyl acetate. After washing with water and brine the organic phase is dried (sodium sulfate) and concentrated in vacuum. Removal of all volatiles yields the crude N-acetylmelphalan that is carried on to the next step without further purification. Starting materials: CO, Cl, NC(Cc1ccc([N+](=O)[O-])cc1)C(=O)O. The product is Cl, CNC(Cc1ccc([N+](=O)[O-])cc1)C(=O)O. Reaction SMILES: [CH3:17][OH:18].[ClH:1].[N+:2](=[O:3])([O-:4])[c:5]1[cH:6][cH:7][c:8]([CH2:9][CH:10]([NH2:11])[C:12](=[O:13])[OH:14])[cH:15][cH:16]1>>[ClH:1].[N+:2](=[O:3])([O-:4])[c:5]1[cH:6][cH:7][c:8]([CH2:9][CH:10]([NH:11][CH3:17])[C:12](=[O:13])[OH:14])[cH:15][cH:16]1. The solvent is C1(=CC=CC=C1)C (toluene). Yield: 19.9%. Reagents/catalysts: C=1C=CC(=CC1)/C=C/C(=O)/C=C/C2=CC=CC=C2.C=1C=CC(=CC1)/C=C/C(=O)/C=C/C2=CC=CC=C2.C=1C=CC(=CC1)/C=C/C(=O)/C=C/C2=CC=CC=C2.[Pd].[Pd] (tris(dibenzylideneacetone)dipalladium). Reactants: C([O-])([O-])=O.[Cs+].[Cs+] (Cesium carbonate), C1=CC=C(C=C1)P(C2=CC=CC=C2)C3=C(C4=CC=CC=C4C=C3)C5=C(C=CC6=CC=CC=C65)P(C7=CC=CC=C7)C8=CC=CC=C8 ((S)-2,2′-bis(diphenylphosphino)-1,1′-binaphthyl), ClC=1N=CC=C2C1N(C(=C2C)C)CC(C)C (7-chloro-1-isobutyl-2,3-dimethyl-1H-pyrrolo[2,3-c]pyridine), CC1=CC=C(CN)C=C1 (4-methylbenzylamine). Procedure details: Cesium carbonate (97 mg, 0.317 mmol) and (S)-2,2′-bis(diphenylphosphino)-1,1′-binaphthyl (20 mg, 0.0317 mmol) were added to a solution of 7-chloro-1-isobutyl-2,3-dimethyl-1H-pyrrolo[2,3-c]pyridine (50 mg, 0.211 mmol) prepared in Step 2, tris(dibenzylideneacetone)dipalladium (0) (11 mg, 0.0106 mmol), and 4-methylbenzylamine (40 ml, 0.317 mmol) in anhydrous toluene (1.1 ml). The reaction mixture was refluxed for 40 hours and then concentrated under reduced pressure. The resulting residue was purif... As a reaction SMILES: C(=O)([O-])[O-].[Cs+].[Cs+].C1C=CC(P(C2C=CC3C(=CC=CC=3)C=2C2C3C(=CC=CC=3)C=CC=2P(C2C=CC=CC=2)C2C=CC=CC=2)C2C=CC=CC=2)=CC=1.[Cl:53][C:54]1[N:55]=[CH:56][CH:57]=[C:58]2[C:62]([CH3:63])=[C:61]([CH3:64])[N:60]([CH2:65][CH:66]([CH3:68])[CH3:67])[C:59]=12.[CH3:69][C:70]1[CH:77]=[CH:76][C:73]([CH2:74][NH2:75])=[CH:72][CH:71]=1>C1(C)C=CC=CC=1.C1C=CC(/C=C/C(/C=C/C2C=CC=CC=2)=O)=CC=1.C1C=CC(/C=C/C(/C=C/C2C=CC=CC=2)=O)=CC=1.C1C=CC(/C=C/C(/C=C/C2C=CC=CC=2)=O)=CC=1.[Pd].[Pd]>[ClH:53].[CH2:65]([N:60]1[C:59]2=[C:54]([NH:75][CH2:74][C:73]3[CH:76]=[CH:77][C:70]([CH3:69])=[CH:71][CH:72]=3)[N:55]=[CH:56][CH:57]=[C:58]2[C:62]([CH3:63])=[C:61]1[CH3:64])[CH:66]([CH3:68])[CH3:67] |f:0.1.2,7.8.9.10.11,12.13|. Product: Cl.C(C(C)C)N1C(=C(C=2C1=C(N=CC2)NCC2=CC=C(C=C2)C)C)C (1-isobutyl-2,3-dimethyl-7-(4-methylbenzylamino)-1H-pyrrolo[2,3-c]pyridine hydrochloride).